From a dataset of the Open Reaction Database (ORD), a public repository of structured organic reaction records. describe an organic reaction: reactants, conditions, products, and yield RXN SMILES: [N:1]1([C:7]2[CH:8]=[CH:9][C:10]3[O:14][C:13]([C:15]([O:17][CH2:18][CH3:19])=[O:16])=[CH:12][C:11]=3[CH:20]=2)[CH2:6][CH2:5][NH:4][CH2:3][CH2:2]1.[CH2:21](Cl)[C:22]1[CH:27]=[CH:26][CH:25]=[CH:24][CH:23]=1>ClCCl>[CH2:21]([N:4]1[CH2:3][CH2:2][N:1]([C:7]2[CH:8]=[CH:9][C:10]3[O:14][C:13]([C:15]([O:17][CH2:18][CH3:19])=[O:16])=[CH:12][C:11]=3[CH:20]=2)[CH2:6][CH2:5]1)[C:22]1[CH:27]=[CH:26][CH:25]=[CH:24][CH:23]=1. Reaction conditions: time 2 hour. Run in ClCCl (dichloromethane). The product is C(C1=CC=CC=C1)N1CCN(CC1)C=1C=CC2=C(C=C(O2)C(=O)OCC)C1 (ethyl 5-(4-benzyl-1-piperazinyl)benzofuran-2-carboxylate). The reactants are N1(CCNCC1)C=1C=CC2=C(C=C(O2)C(=O)OCC)C1 (ethyl 5-(1-piperazinyl)-benzofuran-2-carboxylate), C(C1=CC=CC=C1)Cl (benzyl chloride). Reported procedure: A solution of 1 g of ethyl 5-(1-piperazinyl)-benzofuran-2-carboxylate in 50 ml of dichloromethane is treated with 1 g of benzyl chloride and stirred for 2 hours. After customary working up, ethyl 5-(4-benzyl-1-piperazinyl)benzofuran-2-carboxylate, m.p. 219°-222°, is obtained. The reactants are C(C)(C)OC1=C(C=C(N)C=C1)C(F)(F)F (4-isopropoxy-3-(trifluoromethyl)aniline), C(=O)O (formic acid), ice water. Product: C(C)(C)OC1=C(C=C(C=C1)NC=O)C(F)(F)F (N-(4-isopropoxy-3-(trifluoromethyl)phenyl)formamide). RXN SMILES: [CH:1]([O:4][C:5]1[CH:11]=[CH:10][C:8]([NH2:9])=[CH:7][C:6]=1[C:12]([F:15])([F:14])[F:13])([CH3:3])[CH3:2].[CH:16](O)=[O:17]>>[CH:1]([O:4][C:5]1[CH:11]=[CH:10][C:8]([NH:9][CH:16]=[O:17])=[CH:7][C:6]=1[C:12]([F:13])([F:14])[F:15])([CH3:3])[CH3:2]. Procedure: A mixture of 54.8 g of 2B and 200 ml of 98% formic acid was refluxed for one hour, cooled and poured into ice water. The resulting mixture was extracted with ether. The extract was washed, successively, with aqueous soidum bicarbonate and water, dried and the solvent was evaporated under reduced pressure. The residue, a syrup, crystallized from 1/5 v/v ether/hexane to give N-(4-isopropoxy-3-(trifluoromethyl)phenyl)formamide (2C), as a tan solid, mp: 80°-82° C. Starting materials: O=C([O-])[O-], CC(C)=O, Fc1ccc(S)cc1F, FC(F)(F)CCI, [K+], [K+]. Product: Fc1ccc(SCCC(F)(F)F)cc1F. Reaction SMILES: [C:17](=[O:18])([O-:19])[O-:20].[CH3:23][C:24](=[O:25])[CH3:26].[F:1][c:2]1[cH:3][c:4]([SH:9])[cH:5][cH:6][c:7]1[F:8].[I:10][CH2:11][CH2:12][C:13]([F:14])([F:15])[F:16].[K+:21].[K+:22]>>[F:1][c:2]1[cH:3][c:4]([S:9][CH2:11][CH2:12][C:13]([F:14])([F:15])[F:16])[cH:5][cH:6][c:7]1[F:8]. Starting materials: CC(C)(C)OC(=O)Nc1ccccc1NC(=O)C=Cc1ccc(C(CCN2CC3CC2CO3)C(=O)Nc2ccc(Br)cc2)cc1, CO, Cl, [Na+], O=C([O-])O. The product is Nc1ccccc1NC(=O)C=Cc1ccc(C(CCN2CC3CC2CO3)C(=O)Nc2ccc(Br)cc2)cc1. Reaction SMILES: [C:2]([O:3][C:4](=[O:5])[NH:8][c:9]1[c:10]([NH:15][C:16]([CH:17]=[CH:18][c:19]2[cH:20][cH:21][c:22]([CH:25]([CH2:26][CH2:27][N:28]3[CH:29]4[CH2:30][O:31][CH:32]([CH2:33]3)[CH2:34]4)[C:35]([NH:36][c:37]3[cH:38][cH:39][c:40]([Br:43])[cH:41][cH:42]3)=[O:44])[cH:23][cH:24]2)=[O:45])[cH:11][cH:12][cH:13][cH:14]1)([CH3:6])([CH3:7])[CH3:46].[CH3:52][OH:53].[ClH:1].[Na+:51].[O-:47][C:48]([OH:49])=[O:50]>>[NH2:8][c:9]1[c:10]([NH:15][C:16]([CH:17]=[CH:18][c:19]2[cH:20][cH:21][c:22]([CH:25]([CH2:26][CH2:27][N:28]3[CH:29]4[CH2:30][O:31][CH:32]([CH2:33]3)[CH2:34]4)[C:35]([NH:36][c:37]3[cH:38][cH:39][c:40]([Br:43])[cH:41][cH:42]3)=[O:44])[cH:23][cH:24]2)=[O:45])[cH:11][cH:12][cH:13][cH:14]1. The reactants are ice water, COC(=O)NCC(=O)OC (methyl N-methoxycarbonylglycinate), [H-].[Na+] (sodium hydride), C(C#C)Cl (propargyl chloride), [Cl-].[Na+] (sodium chloride). The solvent is CN(C=O)C (N,N-dimethylformamide). Conditions: time 20 minute. The product is C(C#C)N(CC(=O)OC)C(=O)OC (methyl N-propargyl-N-methoxycarbonylglycinate). The yield is 51.6%. RXN SMILES: [CH3:1][O:2][C:3]([NH:5][CH2:6][C:7]([O:9][CH3:10])=[O:8])=[O:4].[H-].[Na+].[CH2:13](Cl)[C:14]#[CH:15].[Cl-].[Na+]>CN(C)C=O>[CH2:15]([N:5]([C:3]([O:2][CH3:1])=[O:4])[CH2:6][C:7]([O:9][CH3:10])=[O:8])[C:14]#[CH:13] |f:1.2,4.5|. Procedure details: 3.0 g of methyl N-methoxycarbonylglycinate were dissolved in 30 ml of N,N-dimethylformamide. Ice-cooling the mixture, 820 g of sodium hydride (60% oil dispersion) were added thereto under a nitrogen atmosphere and stirred for 20 minutes. Then 2.3 g of propargyl chloride were dropped thereto over 10 minutes and further stirred for 40 minutes. The reaction mixture was poured into ice-water and then sodium chloride was added thereto to saturate the same. Thereafter the aqueous layer was washed with...